This data is from the Open Reaction Database (ORD), a public repository of structured organic reaction records. The task is: describe an organic reaction: reactants, conditions, products, and yield The reactants are ClC=1C(=C(C=CC1)NC1=NC=NC2=CC(=C(C=C12)CN[C@H](COC)C)OC)F (N-(3-Chloro-2-fluorophenyl)-7-methoxy-6-({[(1S)-2-methoxy-1-methylethyl]amino}methyl)quinazolin-4-amine), CCOC(=O)[C@H](C)OS(=O)(=O)C(F)(F)F (ethyl O-trifluoromethanesulfonyl-L-lactate). Product: ClC=1C(=C(C=CC1)NC1=NC=NC2=CC(=C(C=C12)CN([C@H](C)C(=O)O)[C@H](COC)C)OC)F (N-({4-[(3-chloro-2-fluorophenyl)amino]-7-methoxyquinazolin-6-yl}methyl)-N-[(1S)-2-methoxy-1-methylethyl]-D-alanine). As a reaction SMILES: [Cl:1][C:2]1[C:3]([F:28])=[C:4]([NH:8][C:9]2[C:18]3[C:13](=[CH:14][C:15]([O:26][CH3:27])=[C:16]([CH2:19][NH:20][C@@H:21]([CH3:25])[CH2:22][O:23][CH3:24])[CH:17]=3)[N:12]=[CH:11][N:10]=2)[CH:5]=[CH:6][CH:7]=1.CC[O:31][C:32]([C@@H:34](OS(C(F)(F)F)(=O)=O)[CH3:35])=[O:33]>>[Cl:1][C:2]1[C:3]([F:28])=[C:4]([NH:8][C:9]2[C:18]3[C:13](=[CH:14][C:15]([O:26][CH3:27])=[C:16]([CH2:19][N:20]([C@@H:21]([CH3:25])[CH2:22][O:23][CH3:24])[C@@H:34]([C:32]([OH:33])=[O:31])[CH3:35])[CH:17]=3)[N:12]=[CH:11][N:10]=2)[CH:5]=[CH:6][CH:7]=1. Procedure: N-(3-Chloro-2-fluorophenyl)-7-methoxy-6-({[(1S)-2-methoxy-1-methylethyl]amino}methyl)quinazolin-4-amine was coupled with ethyl O-trifluoromethanesulfonyl-L-lactate and hydrolysed using analogous methods to those described for the equivalent steps in Example 46 to give N-({4-[(3-chloro-2-fluorophenyl)amino]-7-methoxyquinazolin-6-yl}methyl)-N-[(1S)-2-methoxy-1-methylethyl]-D-alanine; 1H NMR Spectrum: (DMSO-d6) 1.08 (d, 3H); 1.32 (d, 3H); 3.04 (m, 1H); 3.14 (s, 3H); 3.22 (dd, 1H); 3.43 (dd, 1H); 3.... Starting materials: C(C1=CC=CO1)O (furfuryl alcohol), Cl.CNCC#C (N-methylpropargylamine hydrochloride), C=O (paraformaldehyde), Cl.NCCS (cysteamine hydrochloride). Yields the product CN(CC#C)CC1=CC=C(O1)CSCCN (2-{(5-{[N-methyl-N-propargylamino]methyl}-2-furyl)methylthio}ethylamine). As a reaction SMILES: [CH2:1](O)[C:2]1[O:6][CH:5]=[CH:4][CH:3]=1.Cl.[CH3:9][NH:10][CH2:11][C:12]#[CH:13].[CH2:14]=O.Cl.[NH2:17][CH2:18][CH2:19][SH:20]>>[CH3:9][N:10]([CH2:1][C:2]1[O:6][C:5]([CH2:14][S:20][CH2:19][CH2:18][NH2:17])=[CH:4][CH:3]=1)[CH2:11][C:12]#[CH:13] |f:1.2,4.5|. Procedure details: The reaction of furfuryl alcohol and N-methylpropargylamine hydrochloride with paraformaldehyde according to the general procedure of J. Chem. Soc., 4728 (1958), and treatment of the product with cysteamine hydrochloride followed by neutralization, produces 2-{(5-{[N-methyl-N-propargylamino]methyl}-2-furyl)methylthio}ethylamine. When the latter product is reacted with 1,1-bis(methylthio)-2-nitroethylene and then with propargylamine according to the general procedure of Example 1, the title compo... Starting materials: C#CCOCCOC(C)=O, CCCC[N+](CCCC)(CCCC)CCCC, [I-], O=C(NOCc1ccccc1I)c1ccccc1NCc1ccncc1. Product: CC(=O)OCCOCC#Cc1ccccc1CONC(=O)c1ccccc1NCc1ccncc1. As a reaction SMILES: [C:27]([CH3:28])(=[O:29])[O:30][CH2:31][CH2:32][O:33][CH2:34][C:35]#[CH:36].[CH2:38]([N+:39]([CH2:40][CH2:41][CH2:42][CH3:43])([CH2:44][CH2:45][CH2:46][CH3:47])[CH2:48][CH2:49][CH2:50][CH3:51])[CH2:52][CH2:53][CH3:54].[I-:37].[I:1][c:2]1[c:3]([CH2:4][O:5][NH:6][C:7]([c:8]2[c:9]([NH:14][CH2:15][c:16]3[cH:17][cH:18][n:19][cH:20][cH:21]3)[cH:10][cH:11][cH:12][cH:13]2)=[O:22])[cH:23][cH:24][cH:25][cH:26]1>>[c:2]1([C:36]#[C:35][CH2:34][O:33][CH2:32][CH2:31][O:30][C:27]([CH3:28])=[O:29])[c:3]([CH2:4][O:5][NH:6][C:7]([c:8]2[c:9]([NH:14][CH2:15][c:16]3[cH:17][cH:18][n:19][cH:20][cH:21]3)[cH:10][cH:11][cH:12][cH:13]2)=[O:22])[cH:23][cH:24][cH:25][cH:26]1. Reactants: FF (fluorine), FF (fluorine), ClC1=NC(=CC=C1)Cl (2,6-dichloropyridine), FC(S(=O)(=O)[O-])(F)F.[Na+] (sodium trifluoromethanesulfonate), FF (fluorine). The solvent is C(C)#N (acetonitrile). Conditions: temperature -40 celsius. Yields the product FC(S(=O)(=O)[O-])(F)F.F[N+]1=C(C=CC=C1Cl)Cl (N-Fluoro-2,6-dichloropyridinium Trifluoromethanesulfonate). As a reaction SMILES: [Cl:1][C:2]1[CH:7]=[CH:6][CH:5]=[C:4]([Cl:8])[N:3]=1.[F:9][C:10]([F:16])([F:15])[S:11]([O-:14])(=[O:13])=[O:12].[Na+].[F:18]F>C(#N)C>[F:9][C:10]([F:16])([F:15])[S:11]([O-:14])(=[O:13])=[O:12].[F:18][N+:3]1[C:4]([Cl:8])=[CH:5][CH:6]=[CH:7][C:2]=1[Cl:1] |f:1.2,5.6|. Procedure: A 100 ml (milliliters) 3-necked round bottom flask was equipped with a magnetic stirring bar, a fluorine-helium inlet tube, and a gas outlet tube connected to a granular alumina trap and then to a 5 percent aqueous caustic trap. A 1.0 g (gram) (6.8 mmol (millimole)) sample of 2,6-dichloropyridine, 1.03 g (6.0 mmol) of sodium trifluoromethanesulfonate, and 40 ml of anhydrous acetonitrile were added and the mixture cooled to -40° C. A 1:9 mixture of fluorine and helium then was passed into the mix... Starting materials: N (ammonia), ClC1=NC=NC(=C1)C1=C(C=CC=C1)OC (4-chloro-6-(2-methoxy-phenyl)-pyrimidine). Solvent: O1CCOCC1 (1,4-dioxane). Reaction conditions: temperature 110 celsius. Yields the product COC1=C(C=CC=C1)C1=CC(=NC=N1)N (6-(2-methoxy-phenyl)-pyrimidin-4-ylamine). As a reaction SMILES: [NH3:1].Cl[C:3]1[CH:8]=[C:7]([C:9]2[CH:14]=[CH:13][CH:12]=[CH:11][C:10]=2[O:15][CH3:16])[N:6]=[CH:5][N:4]=1>O1CCOCC1>[CH3:16][O:15][C:10]1[CH:11]=[CH:12][CH:13]=[CH:14][C:9]=1[C:7]1[N:6]=[CH:5][N:4]=[C:3]([NH2:1])[CH:8]=1. Reported procedure: 25% ammonia solution (10 ml) was added to a solution of 4-chloro-6-(2-methoxy-phenyl)-pyrimidine (2 g, 9.06 mmol) in 1,4-dioxane (10 ml) and the mixture was heated in a sealed tube at 110° C. for 8 hours with continuous stirring. The reaction mixture was allowed to cool to room temperature, concentrated under reduced pressure and extracted with ethyl acetate. The combined organic extracts were dried over sodium sulfate, filtered and concentrated under vacuum to give 6-(2-methoxy-phenyl)-pyrimidi... Reactants: FC=1C=C(C=CC1OC1=CC=NC2=CC(=CC=C12)OC)NC(=O)C=1C(N(N(C1C)C[C@@H](C)OC([C@H](C)NC(=O)OCC1=CC=CC=C1)=O)C1=CC=CC=C1)=O ((S)—((R)-1-(4-(3-fluoro-4-(7-methoxyquinolin-4-yloxy)phenyl carbamoyl)-5-methyl-3-oxo-2-phenyl-2,3-dihydropyrazol-1-yl)propan-2-yl)2-(benzyloxy-carbonyl-amino)propanoate). The reagents and catalysts are [Pd] (Pd/C). Solvent: CCOC(=O)C (EtOAc), CO (MeOH). Run at time 20 minute. Yields the product FC=1C=C(C=CC1OC1=CC=NC2=CC(=CC=C12)OC)NC(=O)C=1C(N(N(C1C)C[C@@H](C)OC([C@H](C)N)=O)C1=CC=CC=C1)=O ((S)—((R)-1-(4-(3-fluoro-4-(7-methoxyquinolin-4-yloxy)phenylcarbamoyl)-5-methyl-3-oxo-2-phenyl-2,3-dihydropyrazol-1-yl)propan-2-yl)2-aminopropanoat). Reaction SMILES: [F:1][C:2]1[CH:3]=[C:4]([NH:21][C:22]([C:24]2[C:25](=[O:55])[N:26]([C:49]3[CH:54]=[CH:53][CH:52]=[CH:51][CH:50]=3)[N:27]([CH2:30][C@H:31]([O:33][C:34](=[O:48])[C@@H:35]([NH:37]C(OCC3C=CC=CC=3)=O)[CH3:36])[CH3:32])[C:28]=2[CH3:29])=[O:23])[CH:5]=[CH:6][C:7]=1[O:8][C:9]1[C:18]2[C:13](=[CH:14][C:15]([O:19][CH3:20])=[CH:16][CH:17]=2)[N:12]=[CH:11][CH:10]=1>CCOC(C)=O.CO.[Pd]>[F:1][C:2]1[CH:3]=[C:4]([NH:21][C:22]([C:24]2[C:25](=[O:55])[N:26]([C:49]3[CH:50]=[CH:51][CH:52]=[CH:53][CH:54]=3)[N:27]([CH2:30][C@H:31]([O:33][C:34](=[O:48])[C@@H:35]([NH2:37])[CH3:36])[CH3:32])[C:28]=2[CH3:29])=[O:23])[CH:5]=[CH:6][C:7]=1[O:8][C:9]1[C:18]2[C:13](=[CH:14][C:15]([O:19][CH3:20])=[CH:16][CH:17]=2)[N:12]=[CH:11][CH:10]=1. Procedure: To a solution of (S)—((R)-1-(4-(3-fluoro-4-(7-methoxyquinolin-4-yloxy)phenyl carbamoyl)-5-methyl-3-oxo-2-phenyl-2,3-dihydropyrazol-1-yl)propan-2-yl)2-(benzyloxy-carbonyl-amino)propanoate (74.7 mg, 0.1 mmol) in a mixture of EtOAc (15 mL) and MeOH (10 mL) was added catalytic amount Pd/C (10%, ˜55% w/w water content, 20 mg) under N2 atmosphere. The suspension was degassed under vacuum and then purged with H2. The reaction mixture was stirred at rt for 20 minutes under H2 balloon. The mixture was fi...